This data is from the Open Reaction Database (ORD), a public repository of structured organic reaction records. The task is: describe an organic reaction: reactants, conditions, products, and yield Starting materials: C([O-])([O-])=O.[K+].[K+] (potassium carbonate), BrC=1C(=C(C(=C(C1)C(C)=O)O)CCC)O (1-(5-bromo-2,4-dihydroxy-3-propylphenyl)-ethanone), COC(COC1=C(C(=C(C=C1)C(C)=O)OCCCBr)CCC)=O ([4-acetyl-3-(3-bromopropoxy)-2-propylphenoxy]acetic acid methyl ester), C([O-])([O-])=O.[K+].[K+] (potassium carbonate). Solvent: CC(=O)C (acetone). The product is COC(COC1=C(C(=C(C=C1)C(C)=O)OCCCOC1=C(C(=C(C=C1Br)C(C)=O)O)CCC)CCC)=O ([4-acetyl-3-[3-(4-acetyl-6-bromo-3-hydroxy-2-propylphenoxy)propoxy]-2-propylphenoxy]acetic acid methyl ester). Yield: 55.1%. RXN SMILES: [Br:1][C:2]1[C:3]([OH:15])=[C:4]([CH2:12][CH2:13][CH3:14])[C:5]([OH:11])=[C:6]([C:8](=[O:10])[CH3:9])[CH:7]=1.[CH3:16][O:17][C:18](=[O:38])[CH2:19][O:20][C:21]1[CH:26]=[CH:25][C:24]([C:27](=[O:29])[CH3:28])=[C:23]([O:30][CH2:31][CH2:32][CH2:33]Br)[C:22]=1[CH2:35][CH2:36][CH3:37].C(=O)([O-])[O-].[K+].[K+]>CC(C)=O>[CH3:16][O:17][C:18](=[O:38])[CH2:19][O:20][C:21]1[CH:26]=[CH:25][C:24]([C:27](=[O:29])[CH3:28])=[C:23]([O:30][CH2:31][CH2:32][CH2:33][O:15][C:3]2[C:2]([Br:1])=[CH:7][C:6]([C:8](=[O:10])[CH3:9])=[C:5]([OH:11])[C:4]=2[CH2:12][CH2:13][CH3:14])[C:22]=1[CH2:35][CH2:36][CH3:37] |f:2.3.4|. Procedure details: A mixture of 2 g (0.0073 mol) of 1-(5-bromo-2,4-dihydroxy-3-propylphenyl)-ethanone, 2.84 g (0.0073 mol) of [4-acetyl-3-(3-bromopropoxy)-2-propylphenoxy]acetic acid methyl ester and 1.52 g (0.011 mol) of anhydrous potassium carbonate in 150 ml of anhydrous acetone was stirred at reflux for 20 hours. An additional 1 g of potassium carbonate was added and reflux was continued for a total of 35 hours. The hot reaction mixture was filtered and the filtrate was concentrated in vacuo to a oil which was... Reactants: COC([C@@H](NC(C1=C(C=C(C=C1)[N+](=O)[O-])C1=CC=CC=C1)=O)CCSC)=O (4-nitro-2-phenylbenzoyl methionine methyl ester), Cl[Sn]Cl (SnCl2), C(=O)(O)[O-].[Na+] (NaHCO3). Run in C(C)(=O)OCC (ethyl acetate). Yields the product COC([C@@H](NC(C1=C(C=C(C=C1)N)C1=CC=CC=C1)=O)CCSC)=O (4-amino-2-phenylbenzoyl methionine methyl ester). The yield is 74.4%. RXN SMILES: [CH3:1][O:2][C:3](=[O:27])[C@H:4]([CH2:23][CH2:24][S:25][CH3:26])[NH:5][C:6](=[O:22])[C:7]1[CH:12]=[CH:11][C:10]([N+:13]([O-])=O)=[CH:9][C:8]=1[C:16]1[CH:21]=[CH:20][CH:19]=[CH:18][CH:17]=1.Cl[Sn]Cl.C([O-])(O)=O.[Na+]>C(OCC)(=O)C>[CH3:1][O:2][C:3](=[O:27])[C@H:4]([CH2:23][CH2:24][S:25][CH3:26])[NH:5][C:6](=[O:22])[C:7]1[CH:12]=[CH:11][C:10]([NH2:13])=[CH:9][C:8]=1[C:16]1[CH:17]=[CH:18][CH:19]=[CH:20][CH:21]=1 |f:2.3|. Procedure details: 4-nitro-2-phenylbenzoyl methionine methyl ester (0.35 g, 0.90 mmol) was taken up in ethyl acetate (9.0 ml). To this mixture was added SnCl2 -2H2O (1.02 g, 4.50 mmol) and the reaction was heated under nitrogen at reflux for 1h. The mixture was poured onto ice, the solution was made basic using NaHCO3 and the product was extracted into ethyl acetate several times (7-8). The ethyl acetate fractions were combined washed with brine and dried over Na2SO4 and the solvent was removed in vacuo to give 0....